This data is from the Open Reaction Database (ORD), a public repository of structured organic reaction records. The task is: describe an organic reaction: reactants, conditions, products, and yield Starting materials: C(C)[S-].[Na+] (sodium ethanethiolate), Cl (hydrochloric acid), CN(C=O)C (N,N-dimethylformamide), COC1=CC=C(C(=O)C2=CC(=C(C(=C2)C(C)(C)C)O)C(C)(C)C)C=C1 (4-(4-methoxybenzoyl)-2,6-di(t-butyl)phenol). Solvent: C1=CC=CC=C1 (benzene). Run at temperature 23 celsius, time 16 hour. Product: OC1=CC=C(C(=O)C2=CC(=C(C(=C2)C(C)(C)C)O)C(C)(C)C)C=C1 (4-(4-hydroxybenzoyl)-2,6-di(t-butyl)phenol). Reaction SMILES: C([S-])C.[Na+].CN(C)C=O.C[O:11][C:12]1[CH:34]=[CH:33][C:15]([C:16]([C:18]2[CH:23]=[C:22]([C:24]([CH3:27])([CH3:26])[CH3:25])[C:21]([OH:28])=[C:20]([C:29]([CH3:32])([CH3:31])[CH3:30])[CH:19]=2)=[O:17])=[CH:14][CH:13]=1.Cl>C1C=CC=CC=1>[OH:11][C:12]1[CH:13]=[CH:14][C:15]([C:16]([C:18]2[CH:23]=[C:22]([C:24]([CH3:26])([CH3:27])[CH3:25])[C:21]([OH:28])=[C:20]([C:29]([CH3:32])([CH3:31])[CH3:30])[CH:19]=2)=[O:17])=[CH:33][CH:34]=1 |f:0.1|. Reported procedure: To a freshly prepared, stirred solution of 0.25 mole of sodium ethanethiolate in 250 ml. of N,N-dimethylformamide at 0° C. is added 34 g. (0.10 mole) of 4-(4-methoxybenzoyl)-2,6-di(t-butyl)phenol, and the resulting solution is refluxed for 3 hours. The solution is stirred at 23° C. for about 16 hours, then acidified with 10 percent hydrochloric acid and extracted with dichloromethane. The organic extracts are washed twice with 10 percent hydrochloric acid, then with water, then dried and evapora... Starting materials: C(C)(C)(C)OC(NC1=NC(=C(C=C1)CBr)C)=O ((5-bromomethyl-6-methyl-pyridin-2-yl)-carbamic acid tert-butyl ester), C(CC(=O)OCC)(=O)OCC (diethyl malonate), [H-].[Na+] (NaH), CCOC(=O)C (EtOAc). The solvent is CN(C)C=O (DMF), CN(C)C=O (DMF), CN(C)C=O (DMF). Run at time 45 minute. The product is C(C)OC(C(C(=O)OCC)CC=1C(=NC(=CC1)NC(=O)OC(C)(C)C)C)=O (2-(6tert-butoxycarbonylamino-2-methyl-pyridin-3-ylmethyl)-malonic acid diethyl ester). Isolated yield 74.0%. As a reaction SMILES: [C:1]([O:9][CH2:10][CH3:11])(=[O:8])[CH2:2][C:3]([O:5][CH2:6][CH3:7])=[O:4].[H-].[Na+].[C:14]([O:18][C:19](=[O:30])[NH:20][C:21]1[CH:26]=[CH:25][C:24]([CH2:27]Br)=[C:23]([CH3:29])[N:22]=1)([CH3:17])([CH3:16])[CH3:15].CCOC(C)=O>CN(C=O)C>[CH2:10]([O:9][C:1](=[O:8])[CH:2]([CH2:27][C:24]1[C:23]([CH3:29])=[N:22][C:21]([NH:20][C:19]([O:18][C:14]([CH3:16])([CH3:15])[CH3:17])=[O:30])=[CH:26][CH:25]=1)[C:3]([O:5][CH2:6][CH3:7])=[O:4])[CH3:11] |f:1.2|. Procedure: A solution of diethyl malonate (1.21 mL, 7.97 mmol) in DMF (2 mL) was added dropwise to a suspention of NaH (348 mg, 7.97 mmol, 55% in mineral oil) in DMF (5 mL) at 0 ° C. under argon. The reaction mixture was stirred for 45 min and a solution of (5-bromomethyl-6-methyl-pyridin-2-yl)-carbamic acid tert-butyl ester (2.0 g, 6.64 mmol) in DMF (5 mL) was added dropwise. The mixture was stirred over night (0° C.→20° C.). EtOAc was added and the solution was washed with water and brine, dried and conc... The reactants are ClCC(=O)C1=C(C(=C(C=C1)OC)OC)OC (2-chloro-1-(2',3',4'-trimethoxyphenyl) ethanone), ClCC(=O)C1=CC(=C(C(=C1)OC)OC)OC (2-chloro-1-(3',4',5'-trimethoxyphenyl) ethanone). The solvent is C(C)(=O)OCC (ethyl acetate). The product is ClCC(O)C1=CC(=C(C(=C1)OC)OC)OC ((-)-2-chloro-1-(3',4',5'-trimethoxyphenyl) ethanol). Reaction SMILES: ClCC(C1C=CC(OC)=C(OC)C=1OC)=O.[Cl:17][CH2:18][C:19]([C:21]1[CH:26]=[C:25]([O:27][CH3:28])[C:24]([O:29][CH3:30])=[C:23]([O:31][CH3:32])[CH:22]=1)=[O:20]>C(OCC)(=O)C>[Cl:17][CH2:18][CH:19]([C:21]1[CH:22]=[C:23]([O:31][CH3:32])[C:24]([O:29][CH3:30])=[C:25]([O:27][CH3:28])[CH:26]=1)[OH:20]. Procedure: Cultivation and reaction were carried out in the same way as described in Example 9 except that 2-chloro-1-(2',3',4'-trimethoxyphenyl) ethanone, 2-chloro-1-(3',4',5'-trimethoxyphenyl) ethanone were used as substrate and after completion of reaction, extraction was done twice using 300 ml of ethyl acetate. After dehydration of the ethyl acetate layer, the solvent was removed under reduced pressure, the resulting oily substance was refined by silica gel chromatography (hexane/ethyl acetate=7/1) an... The reactants are CO (methanol), FC(C=1C=C(C(=O)Cl)C=C(C1)C(F)(F)F)(F)F (3,5-bis(trifluoromethyl)benzoyl chloride), ClC1=CC=C(CN2CCC(CC2)CNC(CN)=O)C=C1 (1-{4-chlorobenzyl)-4-((glycylamino)methyl}piperidine). The solvent is ClCCl (dichloromethane), ClCCl (dichloromethane), C(Cl)(Cl)Cl (chloroform). Reaction conditions: time 2 hour. The product is ClC1=CC=C(CN2CCC(CC2)CNC(CNC(C2=CC(=CC(=C2)C(F)(F)F)C(F)(F)F)=O)=O)C=C1 (1-(4-chlorobenzyl)-4-[{N-(3,5-bis(trifluoromethyl)benzoyl)glycyl}aminomethyl]piperidine). As a reaction SMILES: [F:1][C:2]([F:17])([F:16])[C:3]1[CH:4]=[C:5]([CH:9]=[C:10]([C:12]([F:15])([F:14])[F:13])[CH:11]=1)[C:6](Cl)=[O:7].[Cl:18][C:19]1[CH:37]=[CH:36][C:22]([CH2:23][N:24]2[CH2:29][CH2:28][CH:27]([CH2:30][NH:31][C:32](=[O:35])[CH2:33][NH2:34])[CH2:26][CH2:25]2)=[CH:21][CH:20]=1.CO>ClCCl.C(Cl)(Cl)Cl>[Cl:18][C:19]1[CH:37]=[CH:36][C:22]([CH2:23][N:24]2[CH2:25][CH2:26][CH:27]([CH2:30][NH:31][C:32](=[O:35])[CH2:33][NH:34][C:6](=[O:7])[C:5]3[CH:4]=[C:3]([C:2]([F:17])([F:16])[F:1])[CH:11]=[C:10]([C:12]([F:15])([F:14])[F:13])[CH:9]=3)[CH2:28][CH2:29]2)=[CH:21][CH:20]=1. Procedure: A solution of 3,5-bis(trifluoromethyl)benzoyl chloride (0.058 mmol) in dichloromethane (1 mL) was added to a mixture of 1-{4-chlorobenzyl)-4-((glycylamino)methyl}piperidine (0.050 mmol) and piperidinomethylpolystyrene (58 mg) in chloroform (0.2 mL) and dichloromethane (0.75 mL). After the reaction mixture was stirred at room temperature for 2 h, methanol (1.0 mL) was added and the mixture was stirred at room temperature for 30 min. The reaction mixture was loaded onto Varian™ SCX column, and was... The reactants are COc1c(C)cc2c(c1C)Cc1c-2[nH]c2ccccc12, [Cl-], c1cc[nH+]cc1. Product: Cc1cc2c(c(C)c1O)Cc1c-2[nH]c2ccccc12. As a reaction SMILES: [CH3:1][O:2][c:3]1[c:4]([CH3:20])[c:5]2[c:16]([cH:17][c:18]1[CH3:19])-[c:8]1[c:7]([c:15]3[c:10]([nH:9]1)[cH:11][cH:12][cH:13][cH:14]3)[CH2:6]2.[Cl-:21].[nH+:22]1[cH:23][cH:24][cH:25][cH:26][cH:27]1>>[OH:2][c:3]1[c:4]([CH3:20])[c:5]2[c:16]([cH:17][c:18]1[CH3:19])-[c:8]1[c:7]([c:15]3[c:10]([nH:9]1)[cH:11][cH:12][cH:13][cH:14]3)[CH2:6]2. Starting materials: O=C([O-])O, Cc1ccccc1, COC(CN)OC, O=C(Cl)Cl, ClCCl, CC(C)(C)OC(=O)N1CCC(N)CC1, [Na+]. Yields the product COC(CNC(=O)NC1CCN(C(=O)OC(C)(C)C)CC1)OC. RXN SMILES: [C:15]([O-:16])(=[O:17])[OH:18].[CH3:24][c:25]1[cH:26][cH:27][cH:28][cH:29][cH:30]1.[CH3:31][O:32][CH:33]([CH2:34][NH2:35])[O:36][CH3:37].[Cl:20][C:21](=[O:22])[Cl:23].[Cl:38][CH2:39][Cl:40].[NH2:1][CH:2]1[CH2:3][CH2:4][N:5]([C:8](=[O:9])[O:10][C:11]([CH3:12])([CH3:13])[CH3:14])[CH2:6][CH2:7]1.[Na+:19]>>[NH:1]([CH:2]1[CH2:3][CH2:4][N:5]([C:8](=[O:9])[O:10][C:11]([CH3:12])([CH3:13])[CH3:14])[CH2:6][CH2:7]1)[C:15](=[O:16])[NH:35][CH2:34][CH:33]([O:32][CH3:31])[O:36][CH3:37]. Starting materials: C(C)(C)(C)OC(N[C@@](CCC1=CC(=C(C=C1)OCC1=CC=CC=C1)[N+](=O)[O-])(C)COP(=O)(OC(C)(C)C)OC(C)(C)C)=O ([(R)-3-(4-Benzyloxy-3-nitro-phenyl)-1-(di-tert-butoxy-phosphoryloxymethyl)-1-methyl-propyl]-carbamic acid tert-butyl ester), [H][H] (hydrogen). The reagents and catalysts are [Pd] (palladium on charcoal). The solvent is C(C)O (ethanol). Run at time 16 hour. Yields the product C(C)(C)(C)OC(N[C@@](CCC1=CC(=C(C=C1)O)N)(C)COP(=O)(OC(C)(C)C)OC(C)(C)C)=O ([(R)-3-(3-Amino-4-hydroxy-phenyl)-1-(di-tert-butoxy-phosphoryloxymethyl)-1-methyl-propyl]-carbamic acid tert-butyl ester). As a reaction SMILES: [C:1]([O:5][C:6](=[O:43])[NH:7][C@:8]([CH2:29][O:30][P:31]([O:38][C:39]([CH3:42])([CH3:41])[CH3:40])([O:33][C:34]([CH3:37])([CH3:36])[CH3:35])=[O:32])([CH3:28])[CH2:9][CH2:10][C:11]1[CH:16]=[CH:15][C:14]([O:17]CC2C=CC=CC=2)=[C:13]([N+:25]([O-])=O)[CH:12]=1)([CH3:4])([CH3:3])[CH3:2].[H][H]>C(O)C.[Pd]>[C:1]([O:5][C:6](=[O:43])[NH:7][C@:8]([CH2:29][O:30][P:31]([O:33][C:34]([CH3:37])([CH3:36])[CH3:35])([O:38][C:39]([CH3:42])([CH3:41])[CH3:40])=[O:32])([CH3:28])[CH2:9][CH2:10][C:11]1[CH:16]=[CH:15][C:14]([OH:17])=[C:13]([NH2:25])[CH:12]=1)([CH3:4])([CH3:2])[CH3:3]. Reported procedure: Under an atmosphere of argon, a solution of [(R)-3-(4-Benzyloxy-3-nitro-phenyl)-1-(di-tert-butoxy-phosphoryloxymethyl)-1-methyl-propyl]-carbamic acid tert-butyl ester (5.36 g, 8.6 mmol) in ethanol (250 mL) was treated with 10% palladium on charcoal (1.22 g). Argon was replaced by hydrogen and the reaction was stirred for 16 hours at RT. After filtration and removal of the solvent in vacuum, the residue was purified by silica gel column chromatography (dichloromethane/methanol 10/1) yielding the ... The reactants are CNc1cc2c([N+](=O)[O-])cccc2nc1C(C)=O, CCOC(C)=O, [H][H]. The product is CNc1cc2c(N)cccc2nc1C(C)=O. RXN SMILES: [C:1]([CH3:2])(=[O:3])[c:4]1[n:5][c:6]2[cH:7][cH:8][cH:9][c:10]([N+:16]([O-:17])=[O:18])[c:11]2[cH:12][c:13]1[NH:14][CH3:15].[CH3:21][CH2:22][O:23][C:24](=[O:25])[CH3:26].[H:19][H:20]>>[C:1]([CH3:2])(=[O:3])[c:4]1[n:5][c:6]2[cH:7][cH:8][cH:9][c:10]([NH2:16])[c:11]2[cH:12][c:13]1[NH:14][CH3:15].